From a dataset of the Open Reaction Database (ORD), a public repository of structured organic reaction records. describe an organic reaction: reactants, conditions, products, and yield Starting materials: BrC=1OC=CC1C(=O)O (2-Bromofuran-3-carboxylic acid), CO (MeOH), SO2Cl2. Reaction conditions: time 2 day. Yields the product COC(=O)C1=C(OC=C1)Br (2-bromofuran-3-carboxylic acid methyl ester). RXN SMILES: [Br:1][C:2]1[O:3][CH:4]=[CH:5][C:6]=1[C:7]([OH:9])=[O:8].[CH3:10]O>>[CH3:10][O:8][C:7]([C:6]1[CH:5]=[CH:4][O:3][C:2]=1[Br:1])=[O:9]. Procedure details: 2-Bromofuran-3-carboxylic acid (5.0 g, 26 mmol, 1 eq.) was dissolved in MeOH (100 mL) and the mixture was degassed and purged with nitrogen (2×). SO2Cl2 (15 mL, 0.2 mol, 7.7 eq.) was added dropwise and the resulting mixture was stirred for two days at room temperature. The mixture was then concentrated and DCM (150 mL) was added. Saturated NaHCO3 (20 mL) was added, and the resulting mixture was stirred at room temperature for 15 minutes. The organic layer was washed with saturated NaHCO3 (20 mL)... The reactants are NC=1C=C2C(=NC=NC2=CC1)NC1=CC(=C(C=C1)OCC1=NC=CC=C1)Cl (6-amino-4-[3-chloro-4-(2-pyridylmethoxy)anilino]quinazoline), COC(COC)OC (2-methoxyacetaldehyde dimethyl acetal). The product is ClC=1C=C(NC2=NC=NC3=CC=C(C=C23)NCCOC)C=CC1OCC1=NC=CC=C1 (4-[3-chloro-4-(2-pyridylmethoxy)anilino]-6-(2-methoxyethylamino)quinazoline). The yield is 67.0%. RXN SMILES: [NH2:1][C:2]1[CH:3]=[C:4]2[C:9](=[CH:10][CH:11]=1)[N:8]=[CH:7][N:6]=[C:5]2[NH:12][C:13]1[CH:18]=[CH:17][C:16]([O:19][CH2:20][C:21]2[CH:26]=[CH:25][CH:24]=[CH:23][N:22]=2)=[C:15]([Cl:27])[CH:14]=1.[CH3:28][O:29][CH:30](OC)[CH2:31]OC>>[Cl:27][C:15]1[CH:14]=[C:13]([CH:18]=[CH:17][C:16]=1[O:19][CH2:20][C:21]1[CH:26]=[CH:25][CH:24]=[CH:23][N:22]=1)[NH:12][C:5]1[C:4]2[C:9](=[CH:10][CH:11]=[C:2]([NH:1][CH2:31][CH2:30][O:29][CH3:28])[CH:3]=2)[N:8]=[CH:7][N:6]=1. Procedure: Using an analogous procedure to that described in Example 43, 6-amino-4-[3-chloro-4-(2-pyridylmethoxy)anilino]quinazoline was reacted with 2-methoxyacetaldehyde dimethyl acetal to give 4-[3-chloro-4-(2-pyridylmethoxy)anilino]-6-(2-methoxyethylamino)quinazoline in 67% yield;